Dataset: the Open Reaction Database (ORD), a public repository of structured organic reaction records. Task: describe an organic reaction: reactants, conditions, products, and yield The reactants are COc1cccc(Nc2c(C(N)=O)cnc3c(C)cc(S(=O)(=O)c4cccc(C(=O)NCCCCCCCCNCC(O[Si](C)(C)C(C)(C)C)c5ccc(O)c6[nH]c(=O)ccc56)c4)cc23)c1, COc1cccc(Nc2c(C(N)=O)cnc3c(C)cc(S(=O)(=O)c4cccc(C(=O)Nc5ccc(C#CCCC=O)cc5C)c4)cc23)c1. Yields the product COc1cccc(Nc2c(C(N)=O)cnc3c(C)cc(S(=O)(=O)c4cccc(C(=O)Nc5ccc(C#CCCCNCC(O[Si](C)(C)C(C)(C)C)c6ccc(O)c7[nH]c(=O)ccc67)cc5C)c4)cc23)c1. RXN SMILES: [C:1]([CH3:2])([CH3:3])([CH3:4])[Si:5]([O:6][CH:7]([CH2:8][NH:9][CH2:10][CH2:11][CH2:12][CH2:13][CH2:14][CH2:15][CH2:16][CH2:17][NH:18][C:19]([c:20]1[cH:21][c:22]([S:23]([c:24]2[cH:25][c:26]3[c:27]([c:28]([CH3:29])[cH:30]2)[n:31][cH:32][c:33]([C:34]([NH2:35])=[O:36])[c:37]3[NH:38][c:39]2[cH:40][cH:41][cH:42][c:43]([O:44][CH3:45])[cH:46]2)(=[O:47])=[O:48])[cH:49][cH:50][cH:51]1)=[O:52])[c:53]1[c:54]2[cH:55][cH:56][c:57](=[O:64])[nH:58][c:59]2[c:60]([OH:63])[cH:61][cH:62]1)([CH3:65])[CH3:66].[CH3:67][O:68][c:69]1[cH:70][c:71]([NH:75][c:76]2[c:77]([C:112](=[O:113])[NH2:114])[cH:78][n:79][c:80]3[c:81]([CH3:111])[cH:82][c:83]([S:86](=[O:87])(=[O:88])[c:89]4[cH:90][c:91]([C:95]([NH:96][c:97]5[c:98]([CH3:109])[cH:99][c:100]([C:103]#[C:104][CH2:105][CH2:106][CH:107]=[O:108])[cH:101][cH:102]5)=[O:110])[cH:92][cH:93][cH:94]4)[cH:84][c:85]23)[cH:72][cH:73][cH:74]1>>[C:1]([CH3:2])([CH3:3])([CH3:4])[Si:5]([O:6][CH:7]([CH2:8][NH:9][CH2:10][CH2:11][CH2:12][C:13]#[C:103][c:100]1[cH:99][c:98]([CH3:109])[c:97]([NH:96][C:95]([c:91]2[cH:90][c:89]([S:86]([c:83]3[cH:82][c:81]([CH3:111])[c:80]4[n:79][cH:78][c:77]([C:112](=[O:113])[NH2:114])[c:76]([NH:75][c:71]5[cH:70][c:69]([O:68][CH3:67])[cH:74][cH:73][cH:72]5)[c:85]4[cH:84]3)(=[O:87])=[O:88])[cH:94][cH:93][cH:92]2)=[O:110])[cH:102][cH:101]1)[c:53]1[c:54]2[cH:55][cH:56][c:57](=[O:64])[nH:58][c:59]2[c:60]([OH:63])[cH:61][cH:62]1)([CH3:65])[CH3:66]. Starting materials: C1(CC1)N(C(=O)C=1C=NC(=NC1)N1C(=NC=C1)CC)C1CCNCC1 (2-(2-ethyl-imidazol-1-yl)-pyrimidine-5-carboxylic acid cyclopropyl-piperidin-4-yl-amide), ClC1=NC=C(C=N1)CC (2-chloro-5-ethylpyrimidine). Yields the product C1(CC1)N(C(=O)C=1C=NC(=NC1)N1C(=NC=C1)CC)C1CCN(CC1)C1=NC=C(C=N1)CC (2-(2-Ethyl-imidazol-1-yl)-pyrimidine-5-carboxylic acid cyclopropyl-[1-(5-ethyl-pyrimidin-2-yl)-piperidin-4-yl]-amide). As a reaction SMILES: [CH:1]1([N:4]([CH:20]2[CH2:25][CH2:24][NH:23][CH2:22][CH2:21]2)[C:5]([C:7]2[CH:8]=[N:9][C:10]([N:13]3[CH:17]=[CH:16][N:15]=[C:14]3[CH2:18][CH3:19])=[N:11][CH:12]=2)=[O:6])[CH2:3][CH2:2]1.Cl[C:27]1[N:32]=[CH:31][C:30]([CH2:33][CH3:34])=[CH:29][N:28]=1>>[CH:1]1([N:4]([CH:20]2[CH2:21][CH2:22][N:23]([C:27]3[N:32]=[CH:31][C:30]([CH2:33][CH3:34])=[CH:29][N:28]=3)[CH2:24][CH2:25]2)[C:5]([C:7]2[CH:12]=[N:11][C:10]([N:13]3[CH:17]=[CH:16][N:15]=[C:14]3[CH2:18][CH3:19])=[N:9][CH:8]=2)=[O:6])[CH2:3][CH2:2]1. Procedure details: The title compound is prepared from 2-(2-ethyl-imidazol-1-yl)-pyrimidine-5-carboxylic acid cyclopropyl-piperidin-4-yl-amide and 2-chloro-5-ethylpyrimidine following a procedure analogous to that described in Example 3. LC (method 10): tR=1.46 min; Mass spectrum (ESI+): m/z=447 [M+H]+. The product is Cc1cc(Br)cc2c1C(=O)C1CCN(Cc3ccccc3)CC21. Reactants: COC(=O)C1CCN(Cc2ccccc2)CC1c1cc(C)cc(Br)c1, [Cl-], [NH4+], O. Reaction SMILES: [CH2:1]([c:2]1[cH:3][cH:4][cH:5][cH:6][cH:7]1)[N:8]1[CH2:9][CH:10]([c:18]2[cH:19][c:20]([Br:25])[cH:21][c:22]([CH3:24])[cH:23]2)[CH:11]([C:14]([O:16][CH3:15])=[O:17])[CH2:12][CH2:13]1.[Cl-:26].[NH4+:27].[OH2:28]>>[CH2:1]([c:2]1[cH:3][cH:4][cH:5][cH:6][cH:7]1)[N:8]1[CH2:9][CH:10]2[CH:11]([CH2:12][CH2:13]1)[C:14](=[O:16])[c:23]1[c:18]2[cH:19][c:20]([Br:25])[cH:21][c:22]1[CH3:24]. Reactants: FC(CNC(NC1=NC(=NC=C1)SC)=S)(F)F (4-[3-(2,2,2-trifluoroethyl)thioureido]-2-methylthiopyrimidine), N (ammonia), mercuric oxide. Run in CO (methanol). Reaction conditions: time 2 hour. Product: FC(CN=C(NC1=NC(=NC=C1)SC)N)(F)F (4-[2-(2,2,2-trifluoroethyl)guanidino]-2-methylthiopyrimidine). As a reaction SMILES: [F:1][C:2]([F:17])([F:16])[CH2:3][NH:4][C:5](=S)[NH:6][C:7]1[CH:12]=[CH:11][N:10]=[C:9]([S:13][CH3:14])[N:8]=1.[NH3:18]>CO>[F:1][C:2]([F:17])([F:16])[CH2:3][N:4]=[C:5]([NH2:18])[NH:6][C:7]1[CH:12]=[CH:11][N:10]=[C:9]([S:13][CH3:14])[N:8]=1. Procedure details: A mixture of 4-[3-(2,2,2-trifluoroethyl)thioureido]-2-methylthiopyrimidine (2.15 g.), methanol (100 ml.), saturated ethanolic ammonia (10 ml.) and yellow mercuric oxide (4.3 g.) was stirred at room temperature for 2 hours and then filtered. The filtrate was evaporated to dryness and the residue recrystallised from ethanol to give 4-[2-(2,2,2-trifluoroethyl)guanidino]-2-methylthiopyrimidine (1.5 g.), m.p. 201°-202°. The reactants are CCOC(=O)c1ccc(Sc2ccccc2)c([N+](=O)[O-])c1, Cl[Sn]Cl. Product: CCOC(=O)c1ccc(Sc2ccccc2)c(N)c1. As a reaction SMILES: [CH2:1]([CH3:2])[O:3][C:4]([c:5]1[cH:6][c:7]([N+:18]([O-:19])=[O:20])[c:8]([S:11][c:12]2[cH:13][cH:14][cH:15][cH:16][cH:17]2)[cH:9][cH:10]1)=[O:21].[Sn:22]([Cl:23])[Cl:24]>>[CH2:1]([CH3:2])[O:3][C:4]([c:5]1[cH:6][c:7]([NH2:18])[c:8]([S:11][c:12]2[cH:13][cH:14][cH:15][cH:16][cH:17]2)[cH:9][cH:10]1)=[O:21]. Starting materials: CC(C(=O)Cl)(C)C (2,2-dimethyl-propionyl chloride), COCC(C(=O)NCCC=O)(C)COC (3-methoxy-2-methoxymethyl-2-methyl-N-(3-oxo-propyl)-propionamide). Product: CC(C(=O)NCCC=O)(C)C (2,2-Dimethyl-N-(3-oxo-propyl)-propionamide). RXN SMILES: CC(C)(C)C(Cl)=O.CO[CH2:10][C:11]([CH2:20]OC)([CH3:19])[C:12]([NH:14][CH2:15][CH2:16][CH:17]=[O:18])=[O:13]>>[CH3:10][C:11]([CH3:20])([CH3:19])[C:12]([NH:14][CH2:15][CH2:16][CH:17]=[O:18])=[O:13]. Procedure details: Prepared from 2,2-dimethyl-propionyl chloride in absence of a coupling reagent in analogy to the methods described for 3-methoxy-2-methoxymethyl-2-methyl-N-(3-oxo-propyl)-propionamide.